From a dataset of the Open Reaction Database (ORD), a public repository of structured organic reaction records. describe an organic reaction: reactants, conditions, products, and yield Reactants: O=C(Nc1ccc(Br)cc1)C1CN2CCC1CC2, O=C([O-])[O-], COCCOC, Cl, [Cs+], [Cs+], OB(O)c1cccs1. The product is Cl, O=C(Nc1ccc(-c2cccs2)cc1)C1CN2CCC1CC2. As a reaction SMILES: [Br:2][c:3]1[cH:4][cH:5][c:6]([NH:9][C:10](=[O:11])[CH:12]2[CH2:13][N:14]3[CH2:15][CH2:16][CH:17]2[CH2:18][CH2:19]3)[cH:7][cH:8]1.[C:28](=[O:29])([O-:30])[O-:31].[CH3:34][O:35][CH2:36][CH2:37][O:38][CH3:39].[ClH:1].[Cs+:32].[Cs+:33].[s:20]1[c:21]([B:25]([OH:26])[OH:27])[cH:22][cH:23][cH:24]1>>[ClH:1].[c:3]1(-[c:21]2[s:20][cH:24][cH:23][cH:22]2)[cH:4][cH:5][c:6]([NH:9][C:10](=[O:11])[CH:12]2[CH2:13][N:14]3[CH2:15][CH2:16][CH:17]2[CH2:18][CH2:19]3)[cH:7][cH:8]1. Reactants: NC=1C(=NNC1)C1=NC=2C(=CC=3C(C(N(C3C2)CC)=O)(C)C)N1 (2-(4-amino-1H-pyrazol-3-yl)-5-ethyl-7,7-dimethyl-5,7-dihydro-1H-imidazo[4,5-f]indol-6-one), C(C1=CC=CC=C1)N=C=O (benzylisocyanate). The product is C(C1=CC=CC=C1)NC(=O)NC=1C(=NNC1)C1=NC=2C(=CC=3C(C(N(C3C2)CC)=O)(C)C)N1 (Benzyl-3-[3-(5-ethyl-7,7-dimethyl-6-oxo-1,5,6,7-tetrahydro-imidazo[4,5-f]indol-2-yl)-1H-pyrazol-4-yl]-urea), powder. RXN SMILES: [NH2:1][C:2]1[C:3]([C:7]2[NH:23][C:10]3=[CH:11][C:12]4[C:13]([CH3:22])([CH3:21])[C:14](=[O:20])[N:15]([CH2:18][CH3:19])[C:16]=4[CH:17]=[C:9]3[N:8]=2)=[N:4][NH:5][CH:6]=1.[CH2:24]([N:31]=[C:32]=[O:33])[C:25]1[CH:30]=[CH:29][CH:28]=[CH:27][CH:26]=1>>[CH2:24]([NH:31][C:32]([NH:1][C:2]1[C:3]([C:7]2[NH:23][C:10]3=[CH:11][C:12]4[C:13]([CH3:22])([CH3:21])[C:14](=[O:20])[N:15]([CH2:18][CH3:19])[C:16]=4[CH:17]=[C:9]3[N:8]=2)=[N:4][NH:5][CH:6]=1)=[O:33])[C:25]1[CH:30]=[CH:29][CH:28]=[CH:27][CH:26]=1. Procedure: Benzyl-3-[3-(5-ethyl-7,7-dimethyl-6-oxo-1,5,6,7-tetrahydro-imidazo[4,5-f]indol-2-yl)-1H-pyrazol-4-yl]-urea was prepared using 2-(4-amino-1H-pyrazol-3-yl)-5-ethyl-7,7-dimethyl-5,7-dihydro-1H-imidazo[4,5-f]indol-6-one (150 mg, 0.48 mmol) and benzylisocyanate (0.05 ml, 0.41 mmol). After purification by flash chromatography (dichloromethane/methanol 94:6) the title compound was obtained as a light grey powder (26 mg). As a reaction SMILES: [Br:1][C:2]1[C:3]([C:9]([O:11][CH3:12])=[O:10])=[N:4][C:5]([Cl:8])=[CH:6][CH:7]=1.OO.C([O-])([O-])=O.[K+].[K+].O=P(Cl)(Cl)[Cl:23]>C(O)(C(F)(F)F)=O.CCCCCCC.CCOC(C)=O>[Br:1][C:2]1[C:3]([C:9]([O:11][CH3:12])=[O:10])=[N:4][C:5]([Cl:8])=[CH:6][C:7]=1[Cl:23] |f:2.3.4|. Product: BrC=1C(=NC(=CC1Cl)Cl)C(=O)OC (methyl 3-bromo-4,6-dichloropyridine-2-carboxylate). The yield is 49.0%. Solvent: CCOC(=O)C (EtOAc), CCCCCCC (heptane), C(=O)(C(F)(F)F)O (TFA). Procedure details: To a stirred solution of methyl 3-bromo-6-chloropyridine-2-carboxylate (1.92 g, 7.67 mmol) in TFA (18 ml) was added hydrogen peroxide (30% w/w aqueous solution, 5.22 ml, 53.7 mmol) and the reaction mixture was heated at 60° C. for 21 h. The reaction mixture was then cooled and slowly poured onto saturated K2CO3 solution (100 ml), followed by extraction of the aqueous layer with EtOAc (3×100 ml), washing of the combined organic phases with brine (2×50 ml), drying (Na2SO4) and evaporation. The des... The reactants are O=P(Cl)(Cl)Cl (POCl3), O=P(Cl)(Cl)Cl (POCl3), BrC=1C(=NC(=CC1)Cl)C(=O)OC (methyl 3-bromo-6-chloropyridine-2-carboxylate), OO (hydrogen peroxide), C(=O)([O-])[O-].[K+].[K+] (K2CO3). Conditions: temperature 60 celsius. The reactants are NC1=C(C=C2C=NNC2=C1)OC1=C(C=C(C=C1)NC(=O)C=1C(N(C(=CC1)C)C1=CC=CC=C1)=O)F (N-(4-(6-amino-1H-indazol-5-yloxy)-3-fluorophenyl)-6-methyl-2-oxo-1-phenyl-1,2-dihydropyridine-3-carboxamide), CS(=O)(=O)O (MeSO3H). Solvent: CC(=O)C (acetone). Reaction conditions: time 0.5 hour. Product: CS(=O)(=O)O.NC1=C(C=C2C=NNC2=C1)OC1=C(C=C(C=C1)NC(=O)C=1C(N(C(=CC1)C)C1=CC=CC=C1)=O)F (N-(4-(6-amino-1H-indazol-5-yloxy)-3-fluorophenyl)-6-methyl-2-oxo-1-phenyl-1,2-dihydropyridine-3-carboxamide methanesulfonate). The yield is 92.4%. Reaction SMILES: [NH2:1][C:2]1[CH:10]=[C:9]2[C:5]([CH:6]=[N:7][NH:8]2)=[CH:4][C:3]=1[O:11][C:12]1[CH:17]=[CH:16][C:15]([NH:18][C:19]([C:21]2[C:22](=[O:34])[N:23]([C:28]3[CH:33]=[CH:32][CH:31]=[CH:30][CH:29]=3)[C:24]([CH3:27])=[CH:25][CH:26]=2)=[O:20])=[CH:14][C:13]=1[F:35].[CH3:36][S:37]([OH:40])(=[O:39])=[O:38]>CC(C)=O>[CH3:36][S:37]([OH:40])(=[O:39])=[O:38].[NH2:1][C:2]1[CH:10]=[C:9]2[C:5]([CH:6]=[N:7][NH:8]2)=[CH:4][C:3]=1[O:11][C:12]1[CH:17]=[CH:16][C:15]([NH:18][C:19]([C:21]2[C:22](=[O:34])[N:23]([C:28]3[CH:29]=[CH:30][CH:31]=[CH:32][CH:33]=3)[C:24]([CH3:27])=[CH:25][CH:26]=2)=[O:20])=[CH:14][C:13]=1[F:35] |f:3.4|. Procedure: To a solution of N-(4-(6-amino-1H-indazol-5-yloxy)-3-fluorophenyl)-6-methyl-2-oxo-1-phenyl-1,2-dihydropyridine-3-carboxamide (35 mg, 74.6 μmol) in acetone (10 mL) is added MeSO3H (7.16 mg, 74.6 μmol). After the reaction mixture is stirred at RT for 0.5 hour, it is concentrated. The residue is washed with ether and dried to give N-(4-(6-amino-1H-indazol-5-yloxy)-3-fluorophenyl)-6-methyl-2-oxo-1-phenyl-1,2-dihydropyridine-3-carboxamide methanesulfonate (39 mg, 92.5% yield). MS (m/z): 470.1 (M+H). The reactants are B.N1=CC=CC=C1 (pyridine-borane), Cl (HCl), FC=1C=C2C(=C(/C(/C2=CC1)=C/C1=CC=C(C=C1)SC)C)CC=NO ((Z)-5-Fluoro-2-methyl-1-(4-methylthiobenzylidene)-3-(2-hydroximinoethyl)indene). Conditions: temperature 0 celsius, time 1 hour. RXN SMILES: [F:1][C:2]1[CH:3]=[C:4]2[C:8](=[CH:9][CH:10]=1)/[C:7](=[CH:11]\[C:12]1[CH:17]=[CH:16][C:15]([S:18][CH3:19])=[CH:14][CH:13]=1)/[C:6]([CH3:20])=[C:5]2[CH2:21][CH:22]=[N:23][OH:24].B.N1C=CC=CC=1.Cl>C(O)C>[F:1][C:2]1[CH:3]=[C:4]2[C:8](=[CH:9][CH:10]=1)/[C:7](=[CH:11]\[C:12]1[CH:17]=[CH:16][C:15]([S:18][CH3:19])=[CH:14][CH:13]=1)/[C:6]([CH3:20])=[C:5]2[CH2:21][CH2:22][NH:23][OH:24] |f:1.2|. Yields the product FC=1C=C2C(=C(/C(/C2=CC1)=C/C1=CC=C(C=C1)SC)C)CCNO ((Z)-5-Fluoro-3-(2-hydroxaminoethyl)-2-methyl-1-(4-methylthiobenzylidene)indene). Run in C(C)O (ethanol). Reported procedure: To a suspension of the oxime from Step 3 (2.0 g, 5.9 mmol) in ethanol (35 mL) at 0° C. there was added pyridine-borane (1.1 g, 11.8 mmol) and 12 N aqueous HCl (1.48 mL, 17.75 mmol). The mixture was stirred at 0° C. for 1 hour, then warmed to room temperature. Most of the ethanol was evaporated, the residue was diluted with water and ethyl acetate (the product as hydrochloride salt remains in the organic phase) and was basified with 1N aqueous NaOH. The product obtained from the organic phase was...